The task is: describe an organic reaction: reactants, conditions, products, and yield. This data is from the Open Reaction Database (ORD), a public repository of structured organic reaction records. Starting materials: CO, CCCCCCCCCCCCCCC(Cl)C(=O)OC, [LiH], CN(C)C=O. Yields the product CCCCCCCCCCCCCCC1(C(=O)OC)CO1. As a reaction SMILES: [CH3:2][OH:3].[Cl:4][CH:5]([C:6](=[O:7])[O:8][CH3:9])[CH2:10][CH2:11][CH2:12][CH2:13][CH2:14][CH2:15][CH2:16][CH2:17][CH2:18][CH2:19][CH2:20][CH2:21][CH2:22][CH3:23].[LiH:1].[O:24]=[CH:25][N:26]([CH3:27])[CH3:28]>>[CH2:2]1[O:3][C:5]1([C:6](=[O:7])[O:8][CH3:9])[CH2:10][CH2:11][CH2:12][CH2:13][CH2:14][CH2:15][CH2:16][CH2:17][CH2:18][CH2:19][CH2:20][CH2:21][CH2:22][CH3:23]. Starting materials: [H-].[Al+3].[Li+].[H-].[H-].[H-] (lithium aluminum hydride), C(C)(C)(C)OC(=O)N1C[C@H](CCC1)COC1=C(C=CC=C1C)C ((S)-N-(tert-butoxycarbonyl)-3-(2,6-dimethylphenoxymethyl) piperidine). The solvent is O1CCCC1 (tetrahydrofuran), O1CCCC1 (tetrahydrofuran). Reaction conditions: time 20 hour. Product: CC1=C(OC[C@@H]2CN(CCC2)C)C(=CC=C1)C ((S)-3-(2,6-dimethylphenoxymethyl)-1-methylpiperidine). Isolated yield 84.4%. Reaction SMILES: [H-].[Al+3].[Li+].[H-].[H-].[H-].C(O[C:12]([N:14]1[CH2:19][CH2:18][CH2:17][C@H:16]([CH2:20][O:21][C:22]2[C:27]([CH3:28])=[CH:26][CH:25]=[CH:24][C:23]=2[CH3:29])[CH2:15]1)=O)(C)(C)C>O1CCCC1>[CH3:29][C:23]1[CH:24]=[CH:25][CH:26]=[C:27]([CH3:28])[C:22]=1[O:21][CH2:20][C@H:16]1[CH2:17][CH2:18][CH2:19][N:14]([CH3:12])[CH2:15]1 |f:0.1.2.3.4.5|. Procedure details: A solution of 1M lithium aluminum hydride in tetrahydrofuran (45 mL, 45 mmol) was added dropwise during 30 minutes to (S)-N-(tert-butoxycarbonyl)-3-(2,6-dimethylphenoxymethyl) piperidine (13.0 g, 40.6 mmol) in dry tetrahydrofuran (250 mL) under a dry nitrogen atmosphere. After the addition was complete, the reaction mixture was heated at reflux for 4 hours, stirred at room temperature for 20 hours, and quenched by the cautious addition of solid sodium sulfate decahydrate (70 g). The sodium sulfa...